The task is: describe an organic reaction: reactants, conditions, products, and yield. This data is from the Open Reaction Database (ORD), a public repository of structured organic reaction records. Reactants: O=C([O-])[O-], CC(C)(C)c1ncc(O)cn1, CC#N, [H][H], [K+], [K+], COP(=S)(Cl)OC. The product is COP(=S)(OC)Oc1cnc(C(C)(C)C)nc1. As a reaction SMILES: [C:12](=[O:13])([O-:14])[O-:15].[CH3:1][C:2]([CH3:3])([CH3:4])[c:5]1[n:6][cH:7][c:8]([OH:11])[cH:9][n:10]1.[CH3:27][C:28]#[N:29].[H:25][H:26].[K+:16].[K+:17].[P:18]([O:19][CH3:20])([O:21][CH3:22])([Cl:23])=[S:24]>>[CH3:1][C:2]([CH3:3])([CH3:4])[c:5]1[n:6][cH:7][c:8]([O:11][P:18]([O:19][CH3:20])([O:21][CH3:22])=[S:24])[cH:9][n:10]1. Starting materials: ClC=1C(N(N=CC1Cl)C1=CC=CC=C1)=O (4,5-Dichloro-2-phenylpyridazin-3-one), [OH-].[K+] (potassium hydroxide). Solvent: O (water), C(C)O (ethanol). Yields the product ClC=1C(N(N=CC1O)C1=CC=CC=C1)=O (4-Chloro-2-phenyl-5-hydroxypyridazin-3-one). RXN SMILES: [Cl:1][C:2]1[C:3](=[O:15])[N:4]([C:9]2[CH:14]=[CH:13][CH:12]=[CH:11][CH:10]=2)[N:5]=[CH:6][C:7]=1Cl.[OH-:16].[K+]>C(O)C.O>[Cl:1][C:2]1[C:3](=[O:15])[N:4]([C:9]2[CH:14]=[CH:13][CH:12]=[CH:11][CH:10]=2)[N:5]=[CH:6][C:7]=1[OH:16] |f:1.2|. Procedure details: 4,5-Dichloro-2-phenylpyridazin-3-one (2.4 g, 0.01 moles) was suspended in ethanol (50 ml) and potassium hydroxide (2.0 g, 0.03 moles) was added in water (20 ml). Refluxed for 4 hours. Evaporated to dryness and added water. Acidified to pH2 with c. hydrochloric acid. Filtered off the product as a buff solid and dried in a desiccator. (2.1 g) Took 0.5 g and dissolved in methanol, filtered and evaporated. Triturated with ether to give the product as a cream solid. (0.4 g, 76%) The reactants are OC=1C=C(C(=O)OCC)C=CC1O (ethyl 3,4-dihydroxybenzoate), [N+](=O)(OC(C)C)[O-] (isopropyl nitrate), S(O)(O)(=O)=O (sulfuric acid). The reagents and catalysts are S(=O)(=O)(O)[O-].C(CCC)[N+](CCCC)(CCCC)CCCC (tetrabutylammonium hydrogensulfate). The solvent is C(Cl)Cl (DCM). Conditions: time 45 minute. The product is OC=1C(=C(C(=O)OCC)C=CC1O)[N+](=O)[O-] (ethyl 3,4-dihydroxy-2-nitrobenzoate). Isolated yield 41.9%. As a reaction SMILES: [OH:1][C:2]1[CH:3]=[C:4]([CH:10]=[CH:11][C:12]=1[OH:13])[C:5]([O:7][CH2:8][CH3:9])=[O:6].[N+:14]([O-])([O:16]C(C)C)=[O:15].S(=O)(=O)(O)O>S([O-])(O)(=O)=O.C([N+](CCCC)(CCCC)CCCC)CCC.C(Cl)Cl>[OH:1][C:2]1[C:3]([N+:14]([O-:16])=[O:15])=[C:4]([CH:10]=[CH:11][C:12]=1[OH:13])[C:5]([O:7][CH2:8][CH3:9])=[O:6] |f:3.4|. Procedure details: To a solution of ethyl 3,4-dihydroxybenzoate (9.5 g, 52.2 mmol), isopropyl nitrate (13.5 g, 130.5 mmol), and tetrabutylammonium hydrogensulfate (0.884 g, 2.61 mmol) in DCM (100 mL), was added sulfuric acid (14.25 g, 145.6 mmol) slowly at 0° C. The reaction mixture was warmed to room temperature and stirred for 45 min, then quenched with ice/water (150 mL), and extracted with DCM (150 mL×2). The extracts were combined, and the solvent removed under vacuum. The product was purified by silica gel c... Reactants: BrCc1ccc2ccccc2c1Br, CC[N+](CC)(CC)Cc1ccccc1, ClCCl, [Cl-], N#C[K], O. The product is N#CCc1ccc2ccccc2c1Br. As a reaction SMILES: [Br:1][c:2]1[c:3]([CH2:12][Br:13])[cH:4][cH:5][c:6]2[cH:7][cH:8][cH:9][cH:10][c:11]12.[CH2:18]([N+:19]([CH2:20][CH3:21])([CH2:22][CH3:23])[CH2:24][CH3:25])[c:26]1[cH:27][cH:28][cH:29][cH:30][cH:31]1.[CH2:32]([Cl:33])[Cl:34].[Cl-:17].[K:14][C:15]#[N:16].[OH2:35]>>[Br:1][c:2]1[c:3]([CH2:12][C:15]#[N:16])[cH:4][cH:5][c:6]2[cH:7][cH:8][cH:9][cH:10][c:11]12. The reactants are C(=O)(O)[O-].[Na+] (NaHCO3), O1C(N[C@H]2[C@@H]1COC2)=O ((3aR,6aR)-tetrahydrofuro[3,4-d]oxazol-2(3H)-one), ClC1=NC(=NC(=C1)Cl)N1CCOCC1 (4-(4,6-dichloropyrimidin-2-yl)morpholine), C(=O)([O-])[O-].[Cs+].[Cs+] (Cs2CO3). Reagents/catalysts: C=1C=CC(=CC1)/C=C/C(=O)/C=C/C2=CC=CC=C2.C=1C=CC(=CC1)/C=C/C(=O)/C=C/C2=CC=CC=C2.C=1C=CC(=CC1)/C=C/C(=O)/C=C/C2=CC=CC=C2.[Pd].[Pd] (Pd2(dba)3), C1(=CC=CC=C1)P(C1=CC=CC=2C(C3=CC=CC(=C3OC12)P(C1=CC=CC=C1)C1=CC=CC=C1)(C)C)C1=CC=CC=C1.[Ar] (argon 4,5-bis(diphenylphosphino)-9,9-dimethylxanthene). Run in O1CCOCC1 (dioxane). Conditions: temperature 85 celsius. Product: ClC1=CC(=NC(=N1)N1CCOCC1)N1C(O[C@@H]2[C@H]1COC2)=O ((3aR,6aR)-3-(6-Chloro-2-morpholinopyrimidin-4-yl)tetrahydrofuro[3,4-d]oxazol-2(3H)-one). The yield is 88.6%. As a reaction SMILES: [O:1]1[C@H:5]2[CH2:6][O:7][CH2:8][C@H:4]2[NH:3][C:2]1=[O:9].[Cl:10][C:11]1[CH:16]=[C:15](Cl)[N:14]=[C:13]([N:18]2[CH2:23][CH2:22][O:21][CH2:20][CH2:19]2)[N:12]=1.C([O-])([O-])=O.[Cs+].[Cs+].C([O-])(O)=O.[Na+]>O1CCOCC1.C1C=CC(/C=C/C(/C=C/C2C=CC=CC=2)=O)=CC=1.C1C=CC(/C=C/C(/C=C/C2C=CC=CC=2)=O)=CC=1.C1C=CC(/C=C/C(/C=C/C2C=CC=CC=2)=O)=CC=1.[Pd].[Pd].C1(P(C2C=CC=CC=2)C2C3OC4C(=CC=CC=4P(C4C=CC=CC=4)C4C=CC=CC=4)C(C)(C)C=3C=CC=2)C=CC=CC=1.[Ar]>[Cl:10][C:11]1[N:12]=[C:13]([N:18]2[CH2:23][CH2:22][O:21][CH2:20][CH2:19]2)[N:14]=[C:15]([N:3]2[C@@H:4]3[CH2:8][O:7][CH2:6][C@@H:5]3[O:1][C:2]2=[O:9])[CH:16]=1 |f:2.3.4,5.6,8.9.10.11.12,13.14|. Procedure: To a solution of (3aR,6aR)-tetrahydrofuro[3,4-d]oxazol-2(3H)-one (500 mg, 3.87 mmol), 4-(4,6-dichloropyrimidin-2-yl)morpholine (1088 mg, 4.65 mmol) and Cs2CO3 (2.14 g, 6.58 mmol) in dioxane (20 mL) was added after degassing with argon 4,5-bis(diphenylphosphino)-9,9-dimethylxanthene (157 mg, 0.271 mmol) and Pd2(dba)3 (70.9 mg, 0.077 mmol) and the reaction mixture was heated for 6 h at 85° C. The reaction mixture was added to 10% aqueous NaHCO3 solution and extracted with EtOAc. Combined extracts ...